From a dataset of the Open Reaction Database (ORD), a public repository of structured organic reaction records. describe an organic reaction: reactants, conditions, products, and yield The product is CCOC(=O)C(Oc1cccc2[nH]c(C)cc12)C(C)C. The reactants are O=C([O-])[O-], CCOC(=O)C(Br)C(C)C, CC(C)=O, [K+], [K+], Cc1cc2c(O)cccc2[nH]1. As a reaction SMILES: [C:22](=[O:23])([O-:24])[O-:25].[CH2:12]([CH3:13])[O:14][C:15]([CH:16]([CH:17]([CH3:18])[CH3:19])[Br:20])=[O:21].[CH3:28][C:29](=[O:30])[CH3:31].[K+:26].[K+:27].[OH:1][c:2]1[c:3]2[cH:4][c:5]([CH3:11])[nH:6][c:7]2[cH:8][cH:9][cH:10]1>>[O:1]([c:2]1[c:3]2[cH:4][c:5]([CH3:11])[nH:6][c:7]2[cH:8][cH:9][cH:10]1)[CH:16]([C:15]([O:14][CH2:12][CH3:13])=[O:21])[CH:17]([CH3:18])[CH3:19]. Starting materials: BrCCCCCC(=O)OCC (ethyl 6-bromohexanoate), C(CC(C)C)=O (isovaleraldehyde). Yields the product CC(CC=CCCCCCO)C (9-methyl-6-decen-1-ol). Yield: 50.0%. As a reaction SMILES: Br[CH2:2][CH2:3][CH2:4][CH2:5][CH2:6][C:7]([O:9]CC)=O.[CH:12](=O)[CH2:13][CH:14]([CH3:16])[CH3:15]>>[CH3:15][CH:14]([CH3:16])[CH2:13][CH:12]=[CH:2][CH2:3][CH2:4][CH2:5][CH2:6][CH2:7][OH:9]. Procedure: 9-methyl-6-decen-1-ol was prepared in the same manner according to Example 4 except that 111.56 g (0.5 mol) of ethyl 6-bromohexanoate was used in place of ethyl 5-bromovalerate and 43.07 g (0.5 mol) of isovaleraldehyde was used in place of 2-methyl valeraldehyde.